Task: describe an organic reaction: reactants, conditions, products, and yield. Dataset: the Open Reaction Database (ORD), a public repository of structured organic reaction records The reactants are O (water), COC(=O)C1N(C(CCC1)OC)C(=O)OC(C)(C)C (6-methoxy-piperidine-1,2-dicarboxylic acid 1-tert-butyl ester 2-methyl ester), C(C=C)[Si](C)(C)C (allyltrimethylsilane), B(F)(F)F.CCOCC (boron trifluoride etherate). Run in C(Cl)Cl (CH2Cl2). Reaction conditions: time 1 hour. The product is COC(=O)C1N(C(CCC1)CC=C)C(=O)OC(C)(C)C (6-allyl-piperidine-1,2-dicarboxylic acid 1-tert-butyl ester 2-methyl ester). As a reaction SMILES: [CH3:1][O:2][C:3]([CH:5]1[CH2:10][CH2:9][CH2:8][CH:7](OC)[N:6]1[C:13]([O:15][C:16]([CH3:19])([CH3:18])[CH3:17])=[O:14])=[O:4].[CH2:20]([Si](C)(C)C)[CH:21]=[CH2:22].B(F)(F)F.CCOCC.O>C(Cl)Cl>[CH3:1][O:2][C:3]([CH:5]1[CH2:10][CH2:9][CH2:8][CH:7]([CH2:22][CH:21]=[CH2:20])[N:6]1[C:13]([O:15][C:16]([CH3:17])([CH3:18])[CH3:19])=[O:14])=[O:4] |f:2.3|. Reported procedure: To a solution of 6-methoxy-piperidine-1,2-dicarboxylic acid 1-tert-butyl ester 2-methyl ester, 37, (5.0 g, 18.3 mmol) and allyltrimethylsilane (5.8 mL, 36.6 mmol) in CH2Cl2 (125 mL) at −78° C. is added dropwise boron trifluoride etherate (2.5 mL, 19.7 mmol). After 1 h, the solution is poured into water and extracted with EtOAc. The extracts are washed with brine, dried (MgSO4), and concentrated in vacuo. The resulting residue is used in the next step without purification. Reactants: C(#N)C=1C=C(C=CC1)S(=O)(=O)N(CC1=CC=C(C=C1)F)CC1=CC(=CC(=C1)Cl)Cl (3-cyano-N-(3,5-dichlorobenzyl)-N-(4-fluorobenzyl)benzenesulfonamide), B (borane). The solvent is C1CCOC1 (THF). Conditions: time 3 hour. The product is NCC=1C=C(C=CC1)S(=O)(=O)N(CC1=CC=C(C=C1)F)CC1=CC(=CC(=C1)Cl)Cl (3-(Aminomethyl)-N-(3,5-dichlorobenzyl)-N-(4-fluorobenzyl)benzenesulfonamide). Isolated yield 32.0%. Reaction SMILES: [C:1]([C:3]1[CH:4]=[C:5]([S:9]([N:12]([CH2:21][C:22]2[CH:27]=[C:26]([Cl:28])[CH:25]=[C:24]([Cl:29])[CH:23]=2)[CH2:13][C:14]2[CH:19]=[CH:18][C:17]([F:20])=[CH:16][CH:15]=2)(=[O:11])=[O:10])[CH:6]=[CH:7][CH:8]=1)#[N:2].B>C1COCC1>[NH2:2][CH2:1][C:3]1[CH:4]=[C:5]([S:9]([N:12]([CH2:21][C:22]2[CH:27]=[C:26]([Cl:28])[CH:25]=[C:24]([Cl:29])[CH:23]=2)[CH2:13][C:14]2[CH:15]=[CH:16][C:17]([F:20])=[CH:18][CH:19]=2)(=[O:11])=[O:10])[CH:6]=[CH:7][CH:8]=1. Procedure: To a solution of 3-cyano-N-(3,5-dichlorobenzyl)-N-(4-fluorobenzyl)benzenesulfonamide (0.9 g, 2.00 mmol) in THF (10 mL) at rt was added dropwise a solution of borane (1 M solution in THF) (16 mL, 16.02 mmol) under nitrogen atmosphere. The reaction mixture was stirred at rt. for 3 h, acidified by dropwise addition of TEA and it was stirred for 30 min. The solvents were removed and the residue was diluted with ethyl acetate and saturated aq NaHCO3 solution. The organic layer was separated, washed w... The reactants are C=C(C)C(=O)OCC, CCO, NCc1ccccc1. Yields the product CCOC(=O)C(C)CNCc1ccccc1. As a reaction SMILES: [C:1]([C:2](=[CH2:3])[CH3:4])(=[O:5])[O:6][CH2:7][CH3:8].[CH3:17][CH2:18][OH:19].[NH2:9][CH2:10][c:11]1[cH:12][cH:13][cH:14][cH:15][cH:16]1>>[C:1]([CH:2]([CH2:3][NH:9][CH2:10][c:11]1[cH:12][cH:13][cH:14][cH:15][cH:16]1)[CH3:4])(=[O:5])[O:6][CH2:7][CH3:8]. The reactants are ClC1=CC2=C(C=N1)OC1=CC=C(C=C1C2=O)C=2C(=NC=CC2)F (3-chloro-7-(2-fluoropyridin-3-yl)-5H-chromeno[2,3-c]pyridin-5-one), C(C(C)(C)C)O (neopentyl alcohol), C(C)(C)(C)P(C1=C(C2=CC=CC=C2C=C1)C1=CC=CC2=CC=CC=C12)C(C)(C)C (racemic-2-(di-t-butylphosphino)-1,1′-binaphthyl), C([O-])([O-])=O.[Cs+].[Cs+] (cesium carbonate). Reagents/catalysts: C=1C=CC(=CC1)/C=C/C(=O)/C=C/C2=CC=CC=C2.C=1C=CC(=CC1)/C=C/C(=O)/C=C/C2=CC=CC=C2.C=1C=CC(=CC1)/C=C/C(=O)/C=C/C2=CC=CC=C2.[Pd].[Pd] (Pd2 dba3). Run at temperature 95 celsius. Product: FC1=NC=CC=C1C=1C=C2C(C3=C(C=NC(=C3)OCC(C)(C)C)OC2=CC1)=O (7-(2-Fluoropyridin-3-yl)-3-(neopentyloxy)-5H-chromeno[2,3-c]pyridin-5-one). Isolated yield 18.8%. Reaction SMILES: Cl[C:2]1[N:7]=[CH:6][C:5]2[O:8][C:9]3[C:14]([C:15](=[O:16])[C:4]=2[CH:3]=1)=[CH:13][C:12]([C:17]1[C:18]([F:23])=[N:19][CH:20]=[CH:21][CH:22]=1)=[CH:11][CH:10]=3.[CH2:24]([OH:29])[C:25]([CH3:28])([CH3:27])[CH3:26].C(P(C(C)(C)C)C1C=CC2C(=CC=CC=2)C=1C1C2C(=CC=CC=2)C=CC=1)(C)(C)C.C(=O)([O-])[O-].[Cs+].[Cs+]>C1C=CC(/C=C/C(/C=C/C2C=CC=CC=2)=O)=CC=1.C1C=CC(/C=C/C(/C=C/C2C=CC=CC=2)=O)=CC=1.C1C=CC(/C=C/C(/C=C/C2C=CC=CC=2)=O)=CC=1.[Pd].[Pd]>[F:23][C:18]1[C:17]([C:12]2[CH:13]=[C:14]3[C:9](=[CH:10][CH:11]=2)[O:8][C:5]2[CH:6]=[N:7][C:2]([O:29][CH2:24][C:25]([CH3:28])([CH3:27])[CH3:26])=[CH:3][C:4]=2[C:15]3=[O:16])=[CH:22][CH:21]=[CH:20][N:19]=1 |f:3.4.5,6.7.8.9.10|. Reported procedure: A vial was charged with 3-chloro-7-(2-fluoropyridin-3-yl)-5H-chromeno[2,3-c]pyridin-5-one (275 mg, 0.842 mmol), neopentyl alcohol (297 mg, 3.37 mmol), Pd2 dba3 (38.5 mg, 0.042 mmol), racemic-2-(di-t-butylphosphino)-1,1′-binaphthyl (67.1 mg, 0.168 mmol) and cesium carbonate (686 mg, 2.104 mmol). The vial was evacuated and backfilled with nitrogen (procedure was repeated twice). Toluene (1.7 mL) was added, the vial was sealed and the reaction mixture was heated to 95° C. in an oilbath overnight. T... Starting materials: ClC1=CC=C(C=C1)C(=O)C1=CC=C(C=C1)[N+](=O)[O-] ((4-chlorophenyl)(4-nitrophenyl)methanone), C(CO)O (1,2-ethanediol), O.CC1=CC=C(C=C1)S(=O)(=O)O (4-methylbenzenesulfonic acid monohydrate). The solvent is CC1=CC=CC=C1 (methylbenzene). The product is ClC1=CC=C(C=C1)C1(OCCO1)C1=CC=C(C=C1)[N+](=O)[O-] (2-(4-chlorophenyl)-2-(4nitro-phenyl)-1,3-dioxolane). Isolated yield 97.8%. RXN SMILES: [Cl:1][C:2]1[CH:7]=[CH:6][C:5]([C:8]([C:10]2[CH:15]=[CH:14][C:13]([N+:16]([O-:18])=[O:17])=[CH:12][CH:11]=2)=[O:9])=[CH:4][CH:3]=1.[CH2:19](O)[CH2:20][OH:21].O.CC1C=CC(S(O)(=O)=O)=CC=1>CC1C=CC=CC=1>[Cl:1][C:2]1[CH:3]=[CH:4][C:5]([C:8]2([C:10]3[CH:15]=[CH:14][C:13]([N+:16]([O-:18])=[O:17])=[CH:12][CH:11]=3)[O:21][CH2:20][CH2:19][O:9]2)=[CH:6][CH:7]=1 |f:2.3|. Reported procedure: A mixture of (4-chlorophenyl)(4-nitrophenyl)methanone (0.0382 mol), 1,2-ethanediol (0.0764 mol) and 4-methylbenzenesulfonic acid monohydrate 96% (0.19 mol) in methylbenzene (150 ml) was stirred and refluxed in a Dean Stark apparatus for 24 hours. The mixture was washed with K2CO3 (10%) and then with water. The organic layer was dried, filtered off and evaporated. The product was used without further purification, yielding 11.42 g (98%) of 2-(4-chlorophenyl)-2-(4nitro-phenyl)-1,3-dioxolane (inter... The reactants are COC(=O)Cn1c(C)c(Cc2ccccc2S(=O)(=O)c2cccs2)c2cc(F)ccc21, [Li+], C1CCOC1, [OH-], O. The product is Cc1c(Cc2ccccc2S(=O)(=O)c2cccs2)c2cc(F)ccc2n1CC(=O)O. As a reaction SMILES: [CH3:1][O:2][C:3]([CH2:4][n:5]1[c:6]([CH3:30])[c:7]([CH2:15][c:16]2[c:17]([S:22](=[O:23])(=[O:24])[c:25]3[s:26][cH:27][cH:28][cH:29]3)[cH:18][cH:19][cH:20][cH:21]2)[c:8]2[cH:9][c:10]([F:14])[cH:11][cH:12][c:13]12)=[O:31].[Li+:37].[O:32]1[CH2:33][CH2:34][CH2:35][CH2:36]1.[OH-:38].[OH2:39]>>[O:2]=[C:3]([CH2:4][n:5]1[c:6]([CH3:30])[c:7]([CH2:15][c:16]2[c:17]([S:22](=[O:23])(=[O:24])[c:25]3[s:26][cH:27][cH:28][cH:29]3)[cH:18][cH:19][cH:20][cH:21]2)[c:8]2[cH:9][c:10]([F:14])[cH:11][cH:12][c:13]12)[OH:31]. Starting materials: O=C(O)CCBr, [Li]CCCC, CN(C)P(=O)(N(C)C)N(C)C, CCCCCC, O=CCC1CC2C=CC1C2, Cl, C1CCOC1. Product: O=C1CCC(CC2CC3C=CC2C3)O1. As a reaction SMILES: [Br:1][CH2:2][CH2:3][C:4](=[O:5])[OH:6].[CH2:7]([Li:8])[CH2:9][CH2:10][CH3:11].[CH3:28][N:29]([CH3:30])[P:31](=[O:32])([N:33]([CH3:34])[CH3:35])[N:36]([CH3:37])[CH3:38].[CH3:39][CH2:40][CH2:41][CH2:42][CH2:43][CH3:44].[CH:12]12[CH:13]([CH2:19][CH:20]=[O:21])[CH2:14][CH:15]([CH:16]=[CH:17]1)[CH2:18]2.[ClH:22].[O:23]1[CH2:24][CH2:25][CH2:26][CH2:27]1>>[CH2:2]1[CH2:3][C:4](=[O:5])[O:6][CH:20]1[CH2:19][CH:13]1[CH:12]2[CH:17]=[CH:16][CH:15]([CH2:14]1)[CH2:18]2.